Dataset: the Open Reaction Database (ORD), a public repository of structured organic reaction records. Task: describe an organic reaction: reactants, conditions, products, and yield Starting materials: CNc1ccc([N+](=O)[O-])cc1CN(C(=O)OC(C)(C)C)C(=O)OC(C)(C)C, O=C([O-])[O-], CC#N, CCOC(C)=O, [K+], [K+]. The product is CC(=O)N(C)c1ccc([N+](=O)[O-])cc1CN(C(=O)OC(C)(C)C)C(=O)OC(C)(C)C. As a reaction SMILES: [C:1]([CH3:2])([CH3:3])([CH3:4])[O:5][C:6](=[O:7])[N:8]([CH2:9][c:10]1[c:11]([NH:19][CH3:20])[cH:12][cH:13][c:14]([N+:16](=[O:17])[O-:18])[cH:15]1)[C:21](=[O:22])[O:23][C:24]([CH3:25])([CH3:26])[CH3:27].[C:28]([O-:29])([O-:30])=[O:31].[CH3:34][C:35]#[N:36].[CH3:37][CH2:38][O:39][C:40](=[O:41])[CH3:42].[K+:32].[K+:33]>>[C:1]([CH3:2])([CH3:3])([CH3:4])[O:5][C:6](=[O:7])[N:8]([CH2:9][c:10]1[c:11]([N:19]([CH3:20])[C:28](=[O:31])[CH3:34])[cH:12][cH:13][c:14]([N+:16](=[O:17])[O-:18])[cH:15]1)[C:21](=[O:22])[O:23][C:24]([CH3:25])([CH3:26])[CH3:27]. The reactants are CCCCCCCCCCCCCCCCCCCCCC(=O)Cl, CNCC(O)C(O)C(O)C(O)CO, CO, ClC(Cl)Cl, [Na+], C1CCOC1, [OH-]. Yields the product CCCCCCCCCCCCCCCCCCCCCC(=O)N(C)CC(O)C(O)C(O)C(O)CO. Reaction SMILES: [C:14]([CH2:15][CH2:16][CH2:17][CH2:18][CH2:19][CH2:20][CH2:21][CH2:22][CH2:23][CH2:24][CH2:25][CH2:26][CH2:27][CH2:28][CH2:29][CH2:30][CH2:31][CH2:32][CH2:33][CH2:34][CH3:35])(=[O:36])[Cl:37].[CH3:1][NH:2][CH2:3][CH:4]([OH:5])[CH:6]([OH:7])[CH:8]([OH:9])[CH:10]([OH:11])[CH2:12][OH:13].[CH3:38][OH:39].[Cl:40][CH:41]([Cl:42])[Cl:43].[Na+:45].[O:46]1[CH2:47][CH2:48][CH2:49][CH2:50]1.[OH-:44]>>[CH3:1][N:2]([CH2:3][CH:4]([OH:5])[CH:6]([OH:7])[CH:8]([OH:9])[CH:10]([OH:11])[CH2:12][OH:13])[C:14]([CH2:15][CH2:16][CH2:17][CH2:18][CH2:19][CH2:20][CH2:21][CH2:22][CH2:23][CH2:24][CH2:25][CH2:26][CH2:27][CH2:28][CH2:29][CH2:30][CH2:31][CH2:32][CH2:33][CH2:34][CH3:35])=[O:36].